Dataset: the Open Reaction Database (ORD), a public repository of structured organic reaction records. Task: describe an organic reaction: reactants, conditions, products, and yield Reactants: [H-].[Na+] (NaH), C(C=C)Br (Allyl bromide), CCCCCC (hexane), OC1=CC=C(C(=O)OC)C=C1 (methyl 4-hydroxybenzoate). Run in CCOCC (ether), CN(C)C=O (DMF), O (water). Reaction conditions: time 40 minute. Yields the product C(C=C)OC1=CC=C(C(=O)OC)C=C1 (Methyl 4-(Allyloxy)benzoate). Reaction SMILES: [H-].[Na+].[CH3:3][CH2:4][CH2:5]CCC.[OH:9][C:10]1[CH:19]=[CH:18][C:13]([C:14]([O:16][CH3:17])=[O:15])=[CH:12][CH:11]=1.C(Br)C=C>CCOCC.O.CN(C=O)C>[CH2:5]([O:9][C:10]1[CH:11]=[CH:12][C:13]([C:14]([O:16][CH3:17])=[O:15])=[CH:18][CH:19]=1)[CH:4]=[CH2:3] |f:0.1|. Procedure: NaH (60% in oil, 10 g., 0.25 mol) was washed 3×100 ml. hexane in place. 350 ml. DMF was then added, the mixture stirred under N2, and methyl 4-hydroxybenzoate (38.0 g., 0.25 mol) added portionwise over 20 minutes as H2 evolved. Allyl bromide (21.6 ml., 0.25 mol) was then added via syringe over 5 minutes. After 40 minutes additional stirring, the reaction mixture was poured into 400 ml. ice and water and 150 ml. ether was added. The layers were separated and the aqueous layer extracted 4×150 ml. ... Starting materials: C(CC)OC(CCNC(=O)N[C@@H]1C(N(CC1)C1=CC=C(C=C1)C=NNOC(=O)N(C)C)=O)=O (N-[[[(3S)-1-[4-[[[[(dimethylamino)carbonyl]oxy]amino]iminomethyl]phenyl]-2-oxo-3-pyrrolidinyl]amino]carbonyl]-β-alanine propyl ester), carbonyl, CC(COC(CCN)=O)C (β-alanine 2-methylpropyl ester). Yields the product CC(C)OC(CCNC(=O)N[C@@H]1C(N(CC1)C1=CC=C(C=C1)C=NNOC(=O)N(C)C)=O)=O (N-[[[(3S)-1-[4-[[[[(dimethylamino)carbonyl]oxy]amino]iminomethyl]phenyl]-2-oxo-3-pyrrolidinyl]amino]carbonyl]-β-alanine 1-methylethyl ester). Reaction SMILES: C([O:4][C:5](=[O:33])[CH2:6][CH2:7][NH:8][C:9]([NH:11][C@H:12]1[CH2:16][CH2:15][N:14]([C:17]2[CH:22]=[CH:21][C:20]([CH:23]=[N:24][NH:25][O:26][C:27]([N:29]([CH3:31])[CH3:30])=[O:28])=[CH:19][CH:18]=2)[C:13]1=[O:32])=[O:10])CC.[CH3:34][CH:35](C)[CH2:36]OC(=O)CCN>>[CH3:34][CH:35]([O:4][C:5](=[O:33])[CH2:6][CH2:7][NH:8][C:9]([NH:11][C@H:12]1[CH2:16][CH2:15][N:14]([C:17]2[CH:18]=[CH:19][C:20]([CH:23]=[N:24][NH:25][O:26][C:27]([N:29]([CH3:31])[CH3:30])=[O:28])=[CH:21][CH:22]=2)[C:13]1=[O:32])=[O:10])[CH3:36]. Reported procedure: N-[[[(3S)-1-[4-[[[[(dimethylamino)carbonyl]oxy]amino]iminomethyl]phenyl]-2-oxo-3-pyrrolidinyl]amino]carbonyl]-β-alanine propyl ester; N-[[[(3S)- l -[4-[[[[(dimethylamino)carbonyl]oxy]amino]iminomethyl]phenlyl]-2-oxo-3-pyrrolidinyl]amino]carbonyl]-β-alanine 2-methylpropyl ester; Reactants: CN(C)C=O, CCOC(C)=O, O=C(Cl)Oc1ccc(Oc2ccc(C(F)(F)F)cn2)cc1, ClCCl, Cl, OC1CCN(CC2CCNCC2)CC1. Product: O=C(Oc1ccc(Oc2ccc(C(F)(F)F)cn2)cc1)N1CCC(CN2CCC(O)CC2)CC1. As a reaction SMILES: [CH3:40][N:41]([CH3:42])[CH:43]=[O:44].[CH3:45][CH2:46][O:47][C:48](=[O:49])[CH3:50].[Cl:16][C:17](=[O:18])[O:19][c:20]1[cH:21][cH:22][c:23]([O:26][c:27]2[n:28][cH:29][c:30]([C:33]([F:34])([F:35])[F:36])[cH:31][cH:32]2)[cH:24][cH:25]1.[Cl:37][CH2:38][Cl:39].[ClH:15].[NH:1]1[CH2:2][CH2:3][CH:4]([CH2:7][N:8]2[CH2:9][CH2:10][CH:11]([OH:14])[CH2:12][CH2:13]2)[CH2:5][CH2:6]1>>[N:1]1([C:17](=[O:18])[O:19][c:20]2[cH:21][cH:22][c:23]([O:26][c:27]3[n:28][cH:29][c:30]([C:33]([F:34])([F:35])[F:36])[cH:31][cH:32]3)[cH:24][cH:25]2)[CH2:2][CH2:3][CH:4]([CH2:7][N:8]2[CH2:9][CH2:10][CH:11]([OH:14])[CH2:12][CH2:13]2)[CH2:5][CH2:6]1. The reactants are [Cl-].NC=1C(=NC(=C(N1)N)Cl)C(=O)NC1C[N+](CCC1)(CCCC1=CC=C(C=C1)OC)CC(=O)OCC (3-[(3,5-diamino-6-chloro-pyrazine-2-carbonyl)-amino]-1-ethoxycarbonylmethyl-1-[3-(4-methoxy-phenyl)-propyl]-piperidinium chloride). The solvent is Cl (hydrochloric acid). Product: [Cl-].C(=O)(O)C[N+]1(CC(CCC1)NC(=O)C1=NC(=C(N=C1N)N)Cl)CCCC1=CC=C(C=C1)OC (1-Carboxymethyl-3-[(3,5-diamino-6-chloro-pyrazine-2-carbonyl)-amino]-1-[3-(4-methoxy-phenyl)propyl]-piperidinium chloride). As a reaction SMILES: [Cl-].[NH2:2][C:3]1[C:4]([C:11]([NH:13][CH:14]2[CH2:19][CH2:18][CH2:17][N+:16]([CH2:31][C:32]([O:34]CC)=[O:33])([CH2:20][CH2:21][CH2:22][C:23]3[CH:28]=[CH:27][C:26]([O:29][CH3:30])=[CH:25][CH:24]=3)[CH2:15]2)=[O:12])=[N:5][C:6]([Cl:10])=[C:7]([NH2:9])[N:8]=1>Cl>[Cl-:10].[C:32]([CH2:31][N+:16]1([CH2:20][CH2:21][CH2:22][C:23]2[CH:28]=[CH:27][C:26]([O:29][CH3:30])=[CH:25][CH:24]=2)[CH2:17][CH2:18][CH2:19][CH:14]([NH:13][C:11]([C:4]2[C:3]([NH2:2])=[N:8][C:7]([NH2:9])=[C:6]([Cl:10])[N:5]=2)=[O:12])[CH2:15]1)([OH:34])=[O:33] |f:0.1,3.4|. Procedure: A solution of 3-[(3,5-diamino-6-chloro-pyrazine-2-carbonyl)-amino]-1-ethoxycarbonylmethyl-1-[3-(4-methoxy-phenyl)-propyl]-piperidinium chloride (Example 3.1, 30 mg, 0.06 mmol) in hydrochloric acid (6 M, 1 mL) is heated at 60° C. for 36 hours. Volatiles are removed by freeze-drying. The resulting amorphous solid is triturated with diethyl ether and dried under vacuum at 50° C. Yield: 21 mg. IC50>1 μM The reactants are CC(CNCC(C)O)O (diisopropanol amine), C(CCCCCC(C)C)(=O)O (isononanoic acid), amide acetal, C(CCCCCC(C)C)(=O)O (isononanoic acid), amide acetal. Conditions: temperature 180 celsius, time 3.5 hour. Product: CC1CN2C(OC(C2)C)(O1)CCCCCC(C)C (2,6-dimethyl-7a-(6-methylheptyl)-tetrahydro-2H-oxazolo[2,3-b]oxazole). Reaction SMILES: [CH3:1][CH:2]([OH:9])[CH2:3][NH:4][CH2:5][CH:6]([OH:8])[CH3:7].[C:10](O)(=O)[CH2:11][CH2:12][CH2:13][CH2:14][CH2:15][CH:16]([CH3:18])[CH3:17]>>[CH3:1][CH:2]1[O:9][C:10]2([CH2:11][CH2:12][CH2:13][CH2:14][CH2:15][CH:16]([CH3:18])[CH3:17])[O:8][CH:6]([CH3:7])[CH2:5][N:4]2[CH2:3]1. Procedure details: To a 1 liter stirred reactor, equipped with a distillation column, condenser, and graduated receiver, the following constituents were added: 331.2 g of diisopropanol amine (DIPA) and 390.5 g (98%) of isononanoic acid. The contents were heated to 180° C. under a nitrogen blanket. After 3.5 hours, 43.4 g of water was collected overhead. The pressure was then slowly lowered to strip out unreacted DIPA. At a batch temperature of 183° C. and a pressure of 60 Pa, a cut consisting of 188 g of DIPA was ... Starting materials: CN([C@H]1[C@@H](C2=C(CCC1)C=CC=C2)N2CCCC2)CC2=CC=CC=C2 (Trans (±) N-methyl-N-benzyl-5-(1-pyrrolidinyl)-6,7,8,9-tetrahydro-5H-benzocyclohepten-6-amine), 22, Cl (hydrochloric acid). Reagents/catalysts: [Pd] (palladium). Run in CO (methanol). The product is CN[C@H]1[C@@H](C2=C(CCC1)C=CC=C2)N2CCCC2 (Trans (±) N-methyl-5-(1-pyrrolidinyl)6,7,8,9-tetrahydro-5H-benzocyclohepten-6-amine). The yield is 99.2%. Reaction SMILES: [CH3:1][N:2](CC1C=CC=CC=1)[C@@H:3]1[CH2:9][CH2:8][CH2:7][C:6]2[CH:10]=[CH:11][CH:12]=[CH:13][C:5]=2[C@H:4]1[N:14]1[CH2:18][CH2:17][CH2:16][CH2:15]1.Cl>CO.[Pd]>[CH3:1][NH:2][C@@H:3]1[CH2:9][CH2:8][CH2:7][C:6]2[CH:10]=[CH:11][CH:12]=[CH:13][C:5]=2[C@H:4]1[N:14]1[CH2:18][CH2:17][CH2:16][CH2:15]1. Procedure details: A solution of 2 g of the product of Step B in 40 ml of methanol and 2.6 ml of 22 Be° hydrochloric acid was hydrogenated with 1.25 g of palladium under 1800 mmbars for 45 minutes. The mixture was filtered, rinsed with methanol and concentrated under reduced pressure at 50° C. The residue was dissolved in 10 ml of water which was alkalized with 2.6 ml of sodium hydroxide solution, and extracted with methylene chloride. The extracts were washed with water, dried, filtered and concentrated under red...